The task is: describe an organic reaction: reactants, conditions, products, and yield. This data is from the Open Reaction Database (ORD), a public repository of structured organic reaction records. Starting materials: S(N)(=O)(=O)C1=CC=C(NCC(=O)NC2=CC=CC=C2)C=C1 (2-(4-Sulphamoylanilino)-N-phenylacetamide), ClC(=O)OC (methyl chloroformate). Yields the product S(N)(=O)(=O)C1=CC=C(C=C1)N1C(=O)N(C(=O)C1)C1=CC=CC=C1 (1-(4-Sulphamoylphenyl)-3-phenylhydantoin). As a reaction SMILES: [S:1]([C:5]1[CH:21]=[CH:20][C:8]([NH:9][CH2:10][C:11]([NH:13][C:14]2[CH:19]=[CH:18][CH:17]=[CH:16][CH:15]=2)=[O:12])=[CH:7][CH:6]=1)(=[O:4])(=[O:3])[NH2:2].Cl[C:23](OC)=[O:24]>>[S:1]([C:5]1[CH:6]=[CH:7][C:8]([N:9]2[CH2:10][C:11](=[O:12])[N:13]([C:14]3[CH:19]=[CH:18][CH:17]=[CH:16][CH:15]=3)[C:23]2=[O:24])=[CH:20][CH:21]=1)(=[O:3])(=[O:4])[NH2:2]. Procedure: 2-(4-Sulphamoylanilino)-N-phenylacetamide (1.5 g) and methyl chloroformate (15.0 ml) were heated together for 3 hours in an autoclave at 130°C. The product was filtered off as crystals; yield 500 mg, m.p. 255° - 257°C (acetone). Starting materials: C(C)(=O)O (acetic acid), N12CCCCCC2=NCCC1 (1,8-Diazabicyclo[5.4.0]undec-7-ene), BrC1=C(C=CC=C1)S(=O)(N)=NC (2-bromo-N'-methylbenzenesulfonimidamide), COC1=NC(=NC(=C1)OC)NC(OC1=CC=CC=C1)=O (phenyl (4,6-dimethoxypyrimidin-2-yl)carbamate). As a reaction SMILES: N12CCCN=C1CCCCC2.[Br:12][C:13]1[CH:18]=[CH:17][CH:16]=[CH:15][C:14]=1[S:19](=[N:22][CH3:23])([NH2:21])=[O:20].[CH3:24][O:25][C:26]1[CH:31]=[C:30]([O:32][CH3:33])[N:29]=[C:28]([NH:34][C:35](=[O:43])OC2C=CC=CC=2)[N:27]=1.C(O)(=O)C>C(#N)C.ClCCl>[Br:12][C:13]1[CH:18]=[CH:17][CH:16]=[CH:15][C:14]=1[S:19](=[N:22][CH3:23])([NH:21][C:35]([NH:34][C:28]1[N:29]=[C:30]([O:32][CH3:33])[CH:31]=[C:26]([O:25][CH3:24])[N:27]=1)=[O:43])=[O:20]. The solvent is C(C)#N (acetonitrile), ClCCl (dichloromethane). Isolated yield 104.6%. The product is BrC1=C(C=CC=C1)S(=O)(NC(=O)NC1=NC(=CC(=N1)OC)OC)=NC (2-bromo-N-(4,6-dimethoxypyrimidin-2-yl)aminocarbonyl-N'-methylbenzenesulfonimidamide). Procedure: 1,8-Diazabicyclo[5.4.0]undec-7-ene (0.15 mL, 1.0 mmol) was added dropwise over one minute to a stirred solution of 2-bromo-N'-methylbenzenesulfonimidamide (0.25 g, 1.0 mmol) and phenyl (4,6-dimethoxypyrimidin-2-yl)carbamate (0.28 g, 1.0 mmol) in dry acetonitrile (5 mL) at room temperature. The solvent was evaporated, and the residue was dissolved in dichloromethane. Evaporation of this solvent left a pale yellow viscous oil (0.65 g). This was dissolved in CH2Cl2, and acetic acid (57 μL, 1.0 mol)... Starting materials: CCO, Nc1c([N+](=O)[O-])cc(F)cc1[N+](=O)[O-], O. Product: Nc1cc(F)cc([N+](=O)[O-])c1N. Reaction SMILES: [CH3:15][CH2:16][OH:17].[F:1][c:2]1[cH:3][c:4]([N+:12](=[O:13])[O-:14])[c:5]([NH2:6])[c:7]([N+:9]([O-:10])=[O:11])[cH:8]1.[OH2:18]>>[F:1][c:2]1[cH:3][c:4]([N+:12](=[O:13])[O-:14])[c:5]([NH2:6])[c:7]([NH2:9])[cH:8]1. Starting materials: Cl.Cl.ClC=1C=C2C(=CC1)N(CC21CCNCC1)C=1C2=C(N=CN1)[C@@H](C[C@H]2C)O ((5R,7R)-4-(5-chlorospiro[indoline-3,4′-piperidine]-1-yl)-5-methyl-6,7-dihydro-5H-cyclopenta[d]pyrimidin-7-ol dihydrochloride), [BH-](OC(=O)C)(OC(=O)C)OC(=O)C.[Na+] (Na(OAc)3BH), Cl (HCl), C=O (Formaldehyde), CCN(C(C)C)C(C)C (DIEA). Solvent: CCOCC (ether), ClCCCl (DCE), C1CCOC1 (THF), C(Cl)Cl (DCM), C(Cl)Cl (DCM). Product: Cl.Cl.ClC=1C=C2C(=CC1)N(CC21CCN(CC1)C)C=1C2=C(N=CN1)[C@@H](C[C@H]2C)O ((5R,7R)-4-(5-chloro-1′-methylspiro[indoline-3,4′-piperidine]-1-yl)-5-methyl-6,7-dihydro-5H-cyclopenta[d]pyrimidin-7-ol dihydrochloride). As a reaction SMILES: [ClH:1].Cl.[Cl:3][C:4]1[CH:5]=[C:6]2[C:12]3([CH2:17][CH2:16][NH:15][CH2:14][CH2:13]3)[CH2:11][N:10]([C:18]3[C:19]4[C@H:26]([CH3:27])[CH2:25][C@@H:24]([OH:28])[C:20]=4[N:21]=[CH:22][N:23]=3)[C:7]2=[CH:8][CH:9]=1.[CH3:29]CN(C(C)C)C(C)C.C=O.[BH-](OC(C)=O)(OC(C)=O)OC(C)=O.[Na+].Cl>ClCCCl.C1COCC1.C(Cl)Cl.CCOCC>[ClH:3].[ClH:1].[Cl:3][C:4]1[CH:5]=[C:6]2[C:12]3([CH2:17][CH2:16][N:15]([CH3:29])[CH2:14][CH2:13]3)[CH2:11][N:10]([C:18]3[C:19]4[C@H:26]([CH3:27])[CH2:25][C@@H:24]([OH:28])[C:20]=4[N:21]=[CH:22][N:23]=3)[C:7]2=[CH:8][CH:9]=1 |f:0.1.2,5.6,12.13.14|. Procedure: To a stirred suspension of (5R,7R)-4-(5-chlorospiro[indoline-3,4′-piperidine]-1-yl)-5-methyl-6,7-dihydro-5H-cyclopenta[d]pyrimidin-7-ol dihydrochloride (10 mg, 0.027 mmol) in DCE (0.5 mL) was added DIEA (0.009 mL, 0.05 mmol). The suspension was shaken until dissolved. Formaldehyde (37% w/w in water, 0.022 mL, 0.27 mmol) was added as a solution in THF (0.15 mL). The reaction was allowed to stir at about room temperature for about 15 minutes at which point Na(OAc)3BH was added and the reaction all... The reactants are FC=1C=CC(=C(C1)CO)C=1N(N=CN1)C ([5-fluoro-2-(2-methyl-2H-1,2,4-triazol-3-yl)-phenyl]-methanol). The reagents and catalysts are O=[Mn]=O (MnO2). The solvent is C(Cl)Cl (CH2Cl2). Reaction conditions: time 72 hour. Yields the product FC=1C=CC(=C(C=O)C1)C=1N(N=CN1)C (5-fluoro-2-(2-methyl-2H-1,2,4-triazol-3-yl)-benzaldehyde). As a reaction SMILES: [F:1][C:2]1[CH:3]=[CH:4][C:5]([C:10]2[N:11]([CH3:15])[N:12]=[CH:13][N:14]=2)=[C:6]([CH2:8][OH:9])[CH:7]=1>C(Cl)Cl.O=[Mn]=O>[F:1][C:2]1[CH:3]=[CH:4][C:5]([C:10]2[N:11]([CH3:15])[N:12]=[CH:13][N:14]=2)=[C:6]([CH:7]=1)[CH:8]=[O:9]. Procedure details: To a solution of [5-fluoro-2-(2-methyl-2H-1,2,4-triazol-3-yl)-phenyl]-methanol plus regiosiomer (600 mg, 2.90 mmol) in CH2Cl2 (20.0 mL) is added MnO2 (750 mg, 8.63 mmol). The reaction mixture is stirred at room temperature for 72 hours and is filtered through diatomaceous earth. The filtrate is concentrated under reduced pressure and the residue is purified by silica gel flash column chromatography with 6% MeOH in CH2Cl2 as the eluent to afford 5-fluoro-2-(2-methyl-2H-1,2,4-triazol-3-yl)-benzald... Reactants: C1CCC2=NCCCN2CC1 (DBU), C(C(O)(C1=CC=CC=C1)C1=CC=CC=C1)(=O)O (benzilic acid), CI (methyl iodide). Solvent: C(C)#N (acetonitrile). Conditions: temperature 21.5 celsius, time 24 hour. Yields the product C(C(O)(C1=CC=CC=C1)C1=CC=CC=C1)(=O)OC (methyl benzilate). As a reaction SMILES: [C:1]([OH:17])(=[O:16])[C:2]([C:10]1[CH:15]=[CH:14][CH:13]=[CH:12][CH:11]=1)([C:4]1[CH:9]=[CH:8][CH:7]=[CH:6][CH:5]=1)[OH:3].[CH2:18]1CCN2C(=NCCC2)CC1.CI>C(#N)C>[C:1]([O:17][CH3:18])(=[O:16])[C:2]([C:10]1[CH:11]=[CH:12][CH:13]=[CH:14][CH:15]=1)([C:4]1[CH:9]=[CH:8][CH:7]=[CH:6][CH:5]=1)[OH:3]. Procedure: 90 g (0.394 mol) benzilic acid are dissolved in 900 ml acetonitrile and at 5° C. 109.6 g (0.72 mol) of DBU are added dropwise. After the addition of 204.4 g (1.44 mol) of methyl iodide the mixture is stirred for 24 hours at ambient temperature (about 20-23° C.). The solution is evaporated down to the residue, the residue is taken up in diethyl ether and extracted with water. The organic phase is washed with 5% aqueous sodium carbonate solution and water, dried and the solvent is distilled off. T...